This data is from the Open Reaction Database (ORD), a public repository of structured organic reaction records. The task is: describe an organic reaction: reactants, conditions, products, and yield Reactants: CON(C(C1=CN=C(C=C1)OCC(F)(F)F)=O)C (N-methoxy-N-methyl-6-(2,2,2-trifluoroethoxy)nicotinamide), C[Mg]Br (methylmagnesium bromide), C(O)([O-])=O.[Na+] (sodium hydrogen carbonate). Run in O1CCCC1 (tetrahydrofuran). Run at time 1.5 hour. Yields the product FC(COC1=CC=C(C=N1)C(C)=O)(F)F (1-(6-(2,2,2-trifluoroethoxy)pyridin-3-yl)ethanone). Isolated yield 83.0%. RXN SMILES: CON(C)[C:4](=[O:17])[C:5]1[CH:10]=[CH:9][C:8]([O:11][CH2:12][C:13]([F:16])([F:15])[F:14])=[N:7][CH:6]=1.[CH3:19][Mg]Br.C(=O)([O-])O.[Na+]>O1CCCC1>[F:16][C:13]([F:14])([F:15])[CH2:12][O:11][C:8]1[N:7]=[CH:6][C:5]([C:4](=[O:17])[CH3:19])=[CH:10][CH:9]=1 |f:2.3|. Reported procedure: To a stirred solution of N-methoxy-N-methyl-6-(2,2,2-trifluoroethoxy)nicotinamide (6.54 g, 24.8 mmol, Step-2) in tetrahydrofuran (80 mL) is added dropwise 1.06M methylmagnesium bromide (46.7 mL, 49.5 mmol) at 0° C. The reaction mixture is stirred at room temperature for 1.5 hours. The reaction mixture is poured into saturated aqueous sodium hydrogen carbonate (100 mL) and extracted with ethyl acetate (300 mL). The organic layer is washed with water (100 mL×2) and dried over sodium sulfate and co... The reactants are Brc1cccc(-c2ncc[nH]2)c1, CCC1C(=O)N(C)c2cnc(Cl)nc2N1C(C)C. Product: CCC1C(=O)N(C)c2cnc(-n3ccnc3-c3cccc(Br)c3)nc2N1C(C)C. RXN SMILES: [Br:19][c:20]1[cH:21][c:22](-[c:26]2[nH:27][cH:28][cH:29][n:30]2)[cH:23][cH:24][cH:25]1.[Cl:1][c:2]1[n:3][c:4]2[c:9]([cH:10][n:11]1)[N:8]([CH3:12])[C:7](=[O:13])[CH:6]([CH2:14][CH3:15])[N:5]2[CH:16]([CH3:17])[CH3:18]>>[c:2]1(-[n:30]2[c:26](-[c:22]3[cH:21][c:20]([Br:19])[cH:25][cH:24][cH:23]3)[n:27][cH:28][cH:29]2)[n:3][c:4]2[c:9]([cH:10][n:11]1)[N:8]([CH3:12])[C:7](=[O:13])[CH:6]([CH2:14][CH3:15])[N:5]2[CH:16]([CH3:17])[CH3:18].